Dataset: the Open Reaction Database (ORD), a public repository of structured organic reaction records. Task: describe an organic reaction: reactants, conditions, products, and yield The reactants are BrCCCCC(=O)NC=1C=C(C(=O)OC)C=CC1 (Methyl 3-(5-bromopentanoylamino)benzoate), [H-].[Na+] (NaH). Run in CN(C)C=O (DMF). Reaction conditions: time 10 minute. Product: O=C1N(CCCC1)C=1C=C(C(=O)OC)C=CC1 (Methyl 3-(2-oxo-1-piperidinyl)benzoate). Yield: 56.2%. Reaction SMILES: Br[CH2:2][CH2:3][CH2:4][CH2:5][C:6]([NH:8][C:9]1[CH:10]=[C:11]([CH:16]=[CH:17][CH:18]=1)[C:12]([O:14][CH3:15])=[O:13])=[O:7].[H-].[Na+]>CN(C=O)C>[O:7]=[C:6]1[CH2:5][CH2:4][CH2:3][CH2:2][N:8]1[C:9]1[CH:10]=[C:11]([CH:16]=[CH:17][CH:18]=1)[C:12]([O:14][CH3:15])=[O:13] |f:1.2|. Procedure: The bromide of Example 36 (1.50 g, 4.88 mmol) was taken up in dry DMF (40 ml) and treated with NaH (160 mg, 80% disp. in oil) at 0° C. The mixture was stirred at r.t. under nitrogen for 10 min, then KI (80 mg) added and the mixture heated at 70° C. for 4 h. The mixture was evaporated and partitioned between EtOAc and 1M HCl. The organic portion was washed with 5% KHCO3 and brine, filtered (Whatman® 1 PS, phase separator) and evaporated. The residue was chromatographed (eluant 2% MeOH in EtOAc) t... As a reaction SMILES: [C:1]([CH3:2])(=[O:3])[c:4]1[cH:5][s:6][cH:7][cH:8]1.[O:9]1[CH2:10][CH2:11][O:12][CH2:13][CH2:14]1.[OH2:15]>>[C:1]([CH:2]=[O:9])(=[O:3])[c:4]1[cH:5][s:6][cH:7][cH:8]1. Starting materials: CC(=O)c1ccsc1, C1COCCO1, O. The product is O=CC(=O)c1ccsc1. Starting materials: BrC1=CC=C(C=C1)C(=O)N1CCN(CC1)C1=NC=C(C=C1C)C ((4-bromophenyl) [4-(3,5-dimethylpyridin-2-yl)piperazin-1-yl]methanone), CC1C(NC(N1)=O)=O (5-methylimidazolidine-2,4-dione). The product is CC=1C(=NC=C(C1)C)N1CCN(CC1)C(=O)C1=CC=C(C=C1)N1C(NC(C1=O)C)=O (3-{4-[4-(3,5-dimethylpyridin-2-yl)piperazine-1-carbonyl]phenyl}-5-methylimidazolidine-2,4-dione). Yield: 20.2%. As a reaction SMILES: Br[C:2]1[CH:7]=[CH:6][C:5]([C:8]([N:10]2[CH2:15][CH2:14][N:13]([C:16]3[C:21]([CH3:22])=[CH:20][C:19]([CH3:23])=[CH:18][N:17]=3)[CH2:12][CH2:11]2)=[O:9])=[CH:4][CH:3]=1.[CH3:24][CH:25]1[NH:29][C:28](=[O:30])[NH:27][C:26]1=[O:31]>>[CH3:22][C:21]1[C:16]([N:13]2[CH2:14][CH2:15][N:10]([C:8]([C:5]3[CH:6]=[CH:7][C:2]([N:27]4[C:26](=[O:31])[CH:25]([CH3:24])[NH:29][C:28]4=[O:30])=[CH:3][CH:4]=3)=[O:9])[CH2:11][CH2:12]2)=[N:17][CH:18]=[C:19]([CH3:23])[CH:20]=1. Reported procedure: Using (4-bromophenyl) [4-(3,5-dimethylpyridin-2-yl)piperazin-1-yl]methanone (150 mg) described in Preparation Example 165 and 5-methylimidazolidine-2,4-dione (55 mg) and by the reaction and treatment in the same manner as in Example 1, the title compound (33 mg) was obtained.